The task is: describe an organic reaction: reactants, conditions, products, and yield. This data is from the Open Reaction Database (ORD), a public repository of structured organic reaction records. Reactants: B, ClCCCl, O=C(O)c1cc(Cl)ccc1I, C1CCOC1, C1CCOC1, O=[Mn]=O. Product: O=Cc1cc(Cl)ccc1I. RXN SMILES: [BH3:17].[Cl:18][CH2:19][CH2:20][Cl:21].[Cl:1][c:2]1[cH:3][cH:4][c:5]([I:11])[c:6]([C:7](=[O:8])[OH:9])[cH:10]1.[O:12]1[CH2:13][CH2:14][CH2:15][CH2:16]1.[O:22]1[CH2:23][CH2:24][CH2:25][CH2:26]1.[O:27]=[Mn:28]=[O:29]>>[Cl:1][c:2]1[cH:3][cH:4][c:5]([I:11])[c:6]([CH:7]=[O:8])[cH:10]1. Reactants: [Al+3], C1CCOC1, [H-], [H-], [H-], [H-], [Li+], NC(=O)C1CCCN(CC2COc3ccccc3O2)C1, O. Yields the product NCC1CCCN(CC2COc3ccccc3O2)C1. RXN SMILES: [Al+3:2].[CH2:28]1[O:29][CH2:30][CH2:31][CH2:32]1.[H-:1].[H-:4].[H-:5].[H-:6].[Li+:3].[O:7]1[CH:8]([CH2:17][N:18]2[CH2:19][CH:20]([C:24](=[O:25])[NH2:26])[CH2:21][CH2:22][CH2:23]2)[CH2:9][O:10][c:11]2[c:12]1[cH:13][cH:14][cH:15][cH:16]2.[OH2:27]>>[O:7]1[CH:8]([CH2:17][N:18]2[CH2:19][CH:20]([CH2:24][NH2:26])[CH2:21][CH2:22][CH2:23]2)[CH2:9][O:10][c:11]2[c:12]1[cH:13][cH:14][cH:15][cH:16]2. The product is CCOC(=N)c1ccncc1. The reactants are N#Cc1ccncc1, CCO, ClC(Cl)Cl. RXN SMILES: [C:1](#[N:2])[c:3]1[cH:4][cH:5][n:6][cH:7][cH:8]1.[CH3:9][CH2:10][OH:11].[CH:12]([Cl:13])([Cl:14])[Cl:15]>>[C:1](=[NH:2])([c:3]1[cH:4][cH:5][n:6][cH:7][cH:8]1)[O:11][CH2:10][CH3:9]. Starting materials: CC(C)(C)OC(=O)NC(C(=O)N1CCC(F)(C#N)C1)C(C)(C)C, ClCCl, O=C(O)C(F)(F)F. The product is CC(C)(C)C(N)C(=O)N1CCC(F)(C#N)C1, O=C(O)C(F)(F)F. Reaction SMILES: [C:1](#[N:2])[C:3]1([F:23])[CH2:4][N:5]([C:8]([CH:9]([C:10]([CH3:11])([CH3:12])[CH3:13])[NH:14][C:15](=[O:16])[O:17][C:18]([CH3:19])([CH3:20])[CH3:21])=[O:22])[CH2:6][CH2:7]1.[Cl:31][CH2:32][Cl:33].[F:24][C:25]([C:26](=[O:27])[OH:28])([F:29])[F:30]>>[C:1](#[N:2])[C:3]1([F:23])[CH2:4][N:5]([C:8]([CH:9]([C:10]([CH3:11])([CH3:12])[CH3:13])[NH2:14])=[O:22])[CH2:6][CH2:7]1.[F:24][C:25]([C:26](=[O:27])[OH:28])([F:29])[F:30]. Reactants: O=S1CCC=2N=C(N=C(C21)NC2CCOCC2)N2CCC(CC2)C=2C=C(C(=O)OC)C=CC2 (methyl 3-{1-[5-oxo-4-(tetrahydropyran-4-ylamino)-6,7-dihydro-5H-5λ4-thieno[3,2-d]pyrimidin-2-yl]-piperidin-4-yl}-benzoate), [OH-].[Na+] (NaOH), Cl (HCl). Solvent: CO (methanol), CO (methanol). The product is O=S1CCC=2N=C(N=C(C21)NC2CCOCC2)N2CCC(CC2)C=2C=C(C(=O)O)C=CC2 (3-{1-[5-oxo-4-(tetrahydropyran-4-ylamino)-6,7-dihydro-5H-5λ4-thieno[3,2-d]pyrimidin-2-yl]-piperidin-4-yl}-benzoic acid). Isolated yield 60.3%. RXN SMILES: [O:1]=[S:2]1[C:10]2[C:9]([NH:11][CH:12]3[CH2:17][CH2:16][O:15][CH2:14][CH2:13]3)=[N:8][C:7]([N:18]3[CH2:23][CH2:22][CH:21]([C:24]4[CH:25]=[C:26]([CH:31]=[CH:32][CH:33]=4)[C:27]([O:29]C)=[O:28])[CH2:20][CH2:19]3)=[N:6][C:5]=2[CH2:4][CH2:3]1.[OH-].[Na+].Cl>CO>[O:1]=[S:2]1[C:10]2[C:9]([NH:11][CH:12]3[CH2:17][CH2:16][O:15][CH2:14][CH2:13]3)=[N:8][C:7]([N:18]3[CH2:19][CH2:20][CH:21]([C:24]4[CH:25]=[C:26]([CH:31]=[CH:32][CH:33]=4)[C:27]([OH:29])=[O:28])[CH2:22][CH2:23]3)=[N:6][C:5]=2[CH2:4][CH2:3]1 |f:1.2|. Procedure: 1.3 g methyl 3-{1-[5-oxo-4-(tetrahydropyran-4-ylamino)-6,7-dihydro-5H-5λ4-thieno[3,2-d]pyrimidin-2-yl]-piperidin-4-yl}-benzoate are placed in 24.6 ml of methanol, then 9.2 ml of a 1 N NaOH solution are added. The reaction mixture is stirred at ambient temperature until there is no further reaction, then combined with a 1 N HCl solution. The methanol is spun off and the precipitated solid is suction filtered. The product is purified by preparative HPLC (method B). 760 mg product are obtained as a... Starting materials: CC(C)(C)P(c1ccccc1-c1ccccc1)C(C)(C)C, CC(=O)[O-], CC(=O)[O-], CC(C)(C)[O-], CCOC(C)=O, Cc1ccccc1, Clc1cccc(Cl)n1, CC(N)c1ccc(F)cc1, [Na+], [Pd+2]. The product is CC(Nc1cccc(Cl)n1)c1ccc(F)cc1. As a reaction SMILES: [C:19]([P:20]([C:21]([CH3:22])([CH3:23])[CH3:24])[c:25]1[cH:26][cH:27][cH:28][cH:29][c:30]1-[c:31]1[cH:32][cH:33][cH:34][cH:35][cH:36]1)([CH3:37])([CH3:38])[CH3:39].[C:52]([O-:53])(=[O:54])[CH3:55].[C:57]([O-:58])(=[O:59])[CH3:60].[CH3:40][C:41]([CH3:42])([O-:43])[CH3:44].[CH3:46][CH2:47][O:48][C:49](=[O:50])[CH3:51].[CH3:61][c:62]1[cH:63][cH:64][cH:65][cH:66][cH:67]1.[Cl:1][c:2]1[n:3][c:4]([Cl:8])[cH:5][cH:6][cH:7]1.[F:9][c:10]1[cH:11][cH:12][c:13]([CH:16]([CH3:17])[NH2:18])[cH:14][cH:15]1.[Na+:45].[Pd+2:56]>>[c:2]1([NH:18][CH:16]([c:13]2[cH:12][cH:11][c:10]([F:9])[cH:15][cH:14]2)[CH3:17])[n:3][c:4]([Cl:8])[cH:5][cH:6][cH:7]1. Starting materials: FC1=CC=C(C2=CC=CC=C12)NC=O (4-fluoro-N-formyl-1-naphthylamine), ClCC12CCCN2CCC1 (5-chloromethyl-1-azabicyclo[3.3.0]octane). Product: N12CCCC2(CCC1)CN(C=O)C1=CC=C(C2=CC=CC=C12)F (1-[N-(1-Azabicyclo[3.3.0]octan-5-yl)methyl-N-formylamino]-4-fluoronaphthalene), liquid. The yield is 92.8%. As a reaction SMILES: [F:1][C:2]1[C:11]2[C:6](=[CH:7][CH:8]=[CH:9][CH:10]=2)[C:5]([NH:12][CH:13]=[O:14])=[CH:4][CH:3]=1.Cl[CH2:16][C:17]12[CH2:24][CH2:23][CH2:22][N:21]1[CH2:20][CH2:19][CH2:18]2>>[N:21]12[CH2:22][CH2:23][CH2:24][C:17]1([CH2:16][N:12]([C:5]1[C:6]3[C:11](=[CH:10][CH:9]=[CH:8][CH:7]=3)[C:2]([F:1])=[CH:3][CH:4]=1)[CH:13]=[O:14])[CH2:18][CH2:19][CH2:20]2. Procedure: The procedures described in Example 2 were repeated except that 4-fluoro-N-formyl-1-naphthylamine (1.90 g, 10.0 mmol) and 5-chloromethyl-1-azabicyclo[3.3.0]octane (hydrochloride, 2.17 g, 11.l mmol) were employed. In this case, the desired compound was obtained as a pale yellow liquid (2.90 g, 92.8%).